Task: describe an organic reaction: reactants, conditions, products, and yield. Dataset: the Open Reaction Database (ORD), a public repository of structured organic reaction records The reactants are Fc1cc(F)c(F)c(Br)c1, [Li]CCCC, CCCCCC, C=CC=O, O=S(=O)(O)O. Yields the product C=CC(O)c1cc(F)cc(F)c1F. As a reaction SMILES: [Br:1][c:2]1[c:3]([F:10])[c:4]([F:9])[cH:5][c:6]([F:8])[cH:7]1.[CH2:11]([Li:12])[CH2:13][CH2:14][CH3:15].[CH3:25][CH2:26][CH2:27][CH2:28][CH2:29][CH3:30].[CH:16](=[O:17])[CH:18]=[CH2:19].[S:20](=[O:21])(=[O:22])([OH:23])[OH:24]>>[c:2]1([CH:16]([OH:17])[CH:18]=[CH2:19])[c:3]([F:10])[c:4]([F:9])[cH:5][c:6]([F:8])[cH:7]1.